Dataset: the Open Reaction Database (ORD), a public repository of structured organic reaction records. Task: describe an organic reaction: reactants, conditions, products, and yield The reactants are ClC=1C=C(C=C(C1)F)C1(CNCC1)O (3-(3-chloro-5-fluorophenyl)pyrrolidin-3-ol), C([O-])([O-])=O.[Na+].[Na+] (sodium carbonate). Run in C(=O)O (formic acid), C=O (formaldehyde). Run at temperature 85 celsius. Product: ClC=1C=C(C=C(C1)F)C1(CN(CC1)C)O (3-(3-CHLORO-5-FLUOROPHENYL)-1-METHYLPYRROLIDIN-3-OL). RXN SMILES: [Cl:1][C:2]1[CH:3]=[C:4]([C:9]2([OH:14])[CH2:13][CH2:12][NH:11][CH2:10]2)[CH:5]=[C:6]([F:8])[CH:7]=1.[C:15](=O)([O-])[O-].[Na+].[Na+]>C(O)=O.C=O>[Cl:1][C:2]1[CH:3]=[C:4]([C:9]2([OH:14])[CH2:13][CH2:12][N:11]([CH3:15])[CH2:10]2)[CH:5]=[C:6]([F:8])[CH:7]=1 |f:1.2.3|. Procedure: A mixture of 3-(3-chloro-5-fluorophenyl)pyrrolidin-3-ol (0.4 g, 1.85 mmol) in formic acid (5.4 mL) and aqueous formaldehyde (40%, 4.8 mL) was heated at 85° C. for 2.5 h. Aqueous sodium carbonate (10%, 50 mL) was added and the aqueous phase was extracted with ethyl acetate (2×70 mL), the combined organic phase was dried (MgSO4) and evaporated. Purification by HPLC on Waters OBD C18, 5 μm (MeOH/33 mM NH3, 20:80 to 100:0) gave the title compound (0.131 g). The amine was converted to the fumaric aci... The reactants are N1CC(CCC1)N1C(NC=2C1=C1C(=NC2)NC=C1)=O (1-piperidin-3-yl-3,6-dihydroimidazo[4,5-d]-pyrrolo[2,3-b]pyridin-2(1H)-one), BrCC(=O)OCC (ethyl bromoacetate), C(=O)([O-])[O-].[K+].[K+] (K2CO3), [I-].[K+] (potassium iodide). Run in O (water), C(Cl)(Cl)Cl (Chloroform). Conditions: temperature 90 celsius. Yields the product C(C)OC(CN1CC(CCC1)N1C(NC=2C1=C1C(=NC2)NC=C1)=O)=O (ethyl[3-(2-oxo-3,6-dihydroimidazo[4,5-d]pyrrolo[2,3-b]pyridin-1(2H)-yl)piperidin-1-yl]acetate). Reaction SMILES: [NH:1]1[CH2:6][CH2:5][CH2:4][CH:3]([N:7]2[C:11]3=[C:12]4[CH:18]=[CH:17][NH:16][C:13]4=[N:14][CH:15]=[C:10]3[NH:9][C:8]2=[O:19])[CH2:2]1.Br[CH2:21][C:22]([O:24][CH2:25][CH3:26])=[O:23].C([O-])([O-])=O.[K+].[K+].[I-].[K+]>O.C(Cl)(Cl)Cl>[CH2:25]([O:24][C:22](=[O:23])[CH2:21][N:1]1[CH2:6][CH2:5][CH2:4][CH:3]([N:7]2[C:11]3=[C:12]4[CH:18]=[CH:17][NH:16][C:13]4=[N:14][CH:15]=[C:10]3[NH:9][C:8]2=[O:19])[CH2:2]1)[CH3:26] |f:2.3.4,5.6|. Procedure details: A mixture of 1-piperidin-3-yl-3,6-dihydroimidazo[4,5-d]-pyrrolo[2,3-b]pyridin-2(1H)-one (0.030M solution in NMP, 1.00 mL), ethyl bromoacetate (6.7 mg), K2CO3(8.3 mg), potassium iodide (0.3 mg) was heated at 90° C. for 16 hours. Chloroform (4 mL) and water (2 mL) was added and was mixed with Bortex Mixer. The organic phase was separated with 1PS Filter Tube (from Whatman) and evaporated. Purification by preparative high performance liquid chromatography gave ethyl[3-(2-oxo-3,6-dihydroimidazo[4,5-... Starting materials: CO, CCOC(=O)c1c[se]c(C2OC(CO)C(O)C2O)n1, N. Product: NC(=O)c1c[se]c(C2OC(CO)C(O)C2O)n1. As a reaction SMILES: [CH3:21][OH:22].[CH:1]1([c:10]2[se:11][cH:12][c:13]([C:15]([O:17][CH2:16][CH3:18])=[O:19])[n:14]2)[CH:2]([OH:3])[CH:4]([OH:5])[CH:6]([CH2:8][OH:9])[O:7]1.[NH3:20]>>[CH:1]1([c:10]2[se:11][cH:12][c:13]([C:15](=[O:17])[NH2:20])[n:14]2)[CH:2]([OH:3])[CH:4]([OH:5])[CH:6]([CH2:8][OH:9])[O:7]1. Reactants: BrC1=C(C#N)C=CC(=C1)F (2-bromo-4-fluorobenzonitrile), O1C(=CC2=C1C=CC=C2)B(O)O (benzofuran-2-ylboronic acid), COCCOC (1,2-dimethoxyethane), C(=O)([O-])[O-].[Na+].[Na+] (Na2CO3). The reagents and catalysts are C=1C=CC(=CC1)/C=C/C(=O)/C=C/C2=CC=CC=C2.C=1C=CC(=CC1)/C=C/C(=O)/C=C/C2=CC=CC=C2.C=1C=CC(=CC1)/C=C/C(=O)/C=C/C2=CC=CC=C2.[Pd].[Pd] (Pd2(dba)3). Solvent: CCOC(=O)C (EtOAc). Conditions: time 5 hour. Product: O1C(=CC2=C1C=CC=C2)C2=C(C#N)C=CC(=C2)F (2-(Benzofuran-2-yl)-4-fluorobenzonitrile). RXN SMILES: Br[C:2]1[CH:9]=[C:8]([F:10])[CH:7]=[CH:6][C:3]=1[C:4]#[N:5].[O:11]1[C:15]2[CH:16]=[CH:17][CH:18]=[CH:19][C:14]=2[CH:13]=[C:12]1B(O)O.COCCOC.C([O-])([O-])=O.[Na+].[Na+]>C1C=CC(/C=C/C(/C=C/C2C=CC=CC=2)=O)=CC=1.C1C=CC(/C=C/C(/C=C/C2C=CC=CC=2)=O)=CC=1.C1C=CC(/C=C/C(/C=C/C2C=CC=CC=2)=O)=CC=1.[Pd].[Pd].CCOC(C)=O>[O:11]1[C:15]2[CH:16]=[CH:17][CH:18]=[CH:19][C:14]=2[CH:13]=[C:12]1[C:2]1[CH:9]=[C:8]([F:10])[CH:7]=[CH:6][C:3]=1[C:4]#[N:5] |f:3.4.5,6.7.8.9.10|. Reported procedure: A mixture of 2-bromo-4-fluorobenzonitrile (515 g, 25.65 mmol), benzofuran-2-ylboronic acid (5.0 g, 30.8 mmol), 1,2-dimethoxyethane (25 mL) and 2M Na2CO3 (40 mL) was heated to reflux before Pd2(dba)3 (100 mg) was added and heating was continued for 5 h. After cooling to r.t, EtOAc (20 mL) was added to dissolve the product. The mixture was filtered through celite, the organic layer was separated, dried (Na2SO4) and concentrated under reduced pressure. The residue was dissolved in minimum amount of... Reactants: CN(C)C=O, CCOC(=O)c1cnc2c(c(C)nn2-c2ccccn2)c1Cl, [N-]=[N+]=[N-], [Na+], [Na+], [OH-], O. Yields the product CCOC(=O)c1cnc2c(c(C)nn2-c2ccccn2)c1N=[N+]=[N-]. As a reaction SMILES: [CH3:30][N:31]([CH3:32])[CH:33]=[O:34].[Cl:1][c:2]1[c:3]2[c:4]([n:5][cH:6][c:7]1[C:8](=[O:9])[O:10][CH2:11][CH3:12])[n:13](-[c:17]1[n:18][cH:19][cH:20][cH:21][cH:22]1)[n:14][c:15]2[CH3:16].[N-:24]=[N+:25]=[N-:26].[Na+:23].[Na+:29].[OH-:28].[OH2:27]>>[c:2]1([N:24]=[N+:25]=[N-:26])[c:3]2[c:4]([n:5][cH:6][c:7]1[C:8](=[O:9])[O:10][CH2:11][CH3:12])[n:13](-[c:17]1[n:18][cH:19][cH:20][cH:21][cH:22]1)[n:14][c:15]2[CH3:16].